Dataset: the Open Reaction Database (ORD), a public repository of structured organic reaction records. Task: describe an organic reaction: reactants, conditions, products, and yield Starting materials: COS(=O)(=O)OC, CO, CC(C)(C)[O-], NCC1CC1, [K+], O, S=C=S. Yields the product CSC(=S)NCC1CC1. As a reaction SMILES: [CH3:14][O:15][S:16]([O:17][CH3:18])(=[O:19])=[O:20].[CH3:1][OH:2].[CH3:8][C:9]([CH3:10])([O-:11])[CH3:12].[CH:3]1([CH2:6][NH2:7])[CH2:4][CH2:5]1.[K+:13].[OH2:24].[S:21]=[C:22]=[S:23]>>[CH3:1][S:21][C:22]([NH:7][CH2:6][CH:3]1[CH2:4][CH2:5]1)=[S:23]. Reactants: FC(C1=CC=C(C=C1)C(CC(C(F)(F)F)=O)=O)(F)F (1-(4-trifluoromethyl-phenyl)-4,4,4-trifluoro-butane-1,3-dione), 4-trifluoromethyl-acetophenone, NC1=NNC=C1C=1C=NC=CC1 (3-amino-4-(3-pyridinyl)-pyrazole). The product is FC(C1=CC=C(C=C1)C1=NC=2N(C(=C1)C(F)(F)F)N=CC2C=2C=NC=CC2)(F)F (5-(4-Trifluoromethyl-phenyl)-3-pyridin-3-yl-7-trifluoromethyl-pyrazolo[1,5-a]pyrimidine). Isolated yield 69.6%. Reaction SMILES: [F:1][C:2]([F:19])([F:18])[C:3]1[CH:8]=[CH:7][C:6]([C:9](=O)[CH2:10][C:11](=O)[C:12]([F:15])([F:14])[F:13])=[CH:5][CH:4]=1.[NH2:20][C:21]1[C:25]([C:26]2[CH:27]=[N:28][CH:29]=[CH:30][CH:31]=2)=[CH:24][NH:23][N:22]=1>>[F:1][C:2]([F:19])([F:18])[C:3]1[CH:8]=[CH:7][C:6]([C:9]2[CH:10]=[C:11]([C:12]([F:15])([F:14])[F:13])[N:22]3[N:23]=[CH:24][C:25]([C:26]4[CH:27]=[N:28][CH:29]=[CH:30][CH:31]=4)=[C:21]3[N:20]=2)=[CH:5][CH:4]=1. Procedure: Reaction of 1-(4-trifluoromethyl-phenyl)-4,4,4-trifluoro-butane-1,3-dione (142 mg, 0.5 mmol), prepared from commercially available 4-trifluoromethyl-acetophenone according to general procedure A, and 3-amino-4-(3-pyridinyl)-pyrazole [CAS No. 40545-68-2; prepared from 3-cyanomethyl-pyridine as described in Bioorg. Med. Chem. Lett. 12 (2002) 3537-3541] (80 mg, 0.5 mmol) according to general procedure B yielded the title compound as a yellow solid (142 mg, 70%). MS (ISP) 409.2 [(M+H)+]; mp 163° C. Reactants: N1CCOCC1 (morpholine), C([O-])([O-])=O.[K+].[K+] (potassium carbonate), BrCCCN1C=CC2=C(C=CC=C12)[N+](=O)[O-] (1-(3-bromopropyl)-4-nitro-1H-indole). The solvent is CN(C)C=O (N,N′-dimethylformamide), CN(C)C=O (N,N′-dimethylformamide), O (water). Conditions: temperature 80 celsius, time 12 hour. The product is [N+](=O)([O-])C1=C2C=CN(C2=CC=C1)CCCN1CCOCC1 (4-(3-(4-nitro-1H-indol-1-yl)propyl)morpholine). RXN SMILES: Br[CH2:2][CH2:3][CH2:4][N:5]1[C:13]2[C:8](=[C:9]([N+:14]([O-:16])=[O:15])[CH:10]=[CH:11][CH:12]=2)[CH:7]=[CH:6]1.C(=O)([O-])[O-].[K+].[K+].[NH:23]1[CH2:28][CH2:27][O:26][CH2:25][CH2:24]1>CN(C=O)C.O>[N+:14]([C:9]1[CH:10]=[CH:11][CH:12]=[C:13]2[C:8]=1[CH:7]=[CH:6][N:5]2[CH2:4][CH2:3][CH2:2][N:23]1[CH2:28][CH2:27][O:26][CH2:25][CH2:24]1)([O-:16])=[O:15] |f:1.2.3|. Reported procedure: To a solution of 1-(3-bromopropyl)-4-nitro-1H-indole (8.18 g, 28.9 mmol) in anhydrous N,N′-dimethylformamide (200 mL) was added grounded potassium carbonate (12 g, 87 mmol) in portions. Then a solution of morpholine (12.6 g, 144.8 mmol) in N,N′-dimethylformamide was added dropwise. The mixture was stirred at 80° C. for 12 hours, diluted with water and extracted with ethyl acetate. The organic phases were combined, washed by brine, dried over anhydrous sodium sulfate, filtrated and evaporated to ... Reactants: C1(=CC=CC=C1)C(=[N+]=[N-])C1=CC=CC=C1 (diphenyldiazomethane), C1(=CC=CC=C1)CC(=O)NC1[C@@H]2N(C(C(CS2)CO)C(=O)O)C1=O (7-(2-phenylacetamido)-3-hydroxymethylcepham-4-carboxylic acid), C(C)(=O)O (acetic acid), resultant solution. Solvent: C(C)(=O)OCC (ethyl acetate), C(C)(=O)OCC (ethyl acetate), O1CCCC1 (tetrahydrofuran). Yields the product C1(=CC=CC=C1)CC(=O)NC1[C@@H]2N(C(C(CS2)CO)C(=O)OC(C2=CC=CC=C2)C2=CC=CC=C2)C1=O (diphenylmethyl 7-(2-phenylacetamido)-3-hydroxymethylcepham-4-carboxylate). Isolated yield 24.2%. RXN SMILES: [C:1]1([C:7]([C:10]2[CH:15]=[CH:14][CH:13]=[CH:12][CH:11]=2)=[N+]=[N-])[CH:6]=[CH:5][CH:4]=[CH:3][CH:2]=1.[C:16]1([CH2:22][C:23]([NH:25][CH:26]2[C:38](=[O:39])[N:28]3[CH:29]([C:35]([OH:37])=[O:36])[CH:30]([CH2:33][OH:34])[CH2:31][S:32][C@H:27]23)=[O:24])[CH:21]=[CH:20][CH:19]=[CH:18][CH:17]=1.C(O)(=O)C>C(OCC)(=O)C.O1CCCC1>[C:16]1([CH2:22][C:23]([NH:25][CH:26]2[C:38](=[O:39])[N:28]3[CH:29]([C:35]([O:37][CH:7]([C:10]4[CH:15]=[CH:14][CH:13]=[CH:12][CH:11]=4)[C:1]4[CH:6]=[CH:5][CH:4]=[CH:3][CH:2]=4)=[O:36])[CH:30]([CH2:33][OH:34])[CH2:31][S:32][C@H:27]23)=[O:24])[CH:17]=[CH:18][CH:19]=[CH:20][CH:21]=1. Reported procedure: A solution of diphenyldiazomethane (4 g.) in ethyl acetate was added to a stirred solution of 7-(2-phenylacetamido)-3-hydroxymethylcepham-4-carboxylic acid (7.0 g.) in ethyl acetate (100 ml.) and tetrahydrofuran (20 ml.), and stirred at room temperature for an hour. After adding acetic acid to the resultant solution, the solution was concentrated in vacuo. The residue was subjected to column chromatography on silica gel, and then eluted with a mixed solvent of ethyl acetate and diisopropyl ether... The reactants are C(CC(=O)C)(=O)OC (methyl acetoacetate), C(CC=C)N (homoallylamine). Solvent: O (water). Yields the product C(CC=C)N/C(/C(=O)OC)=C\C (methyl 2-(3-butenyl)aminocrotonate). RXN SMILES: [C:1]([O:7][CH3:8])(=[O:6])[CH2:2][C:3]([CH3:5])=O.[CH2:9]([NH2:13])[CH2:10][CH:11]=[CH2:12]>O>[CH2:9]([NH:13]/[C:2](=[CH:3]\[CH3:5])/[C:1]([O:7][CH3:8])=[O:6])[CH2:10][CH:11]=[CH2:12]. Procedure: 2.15 milliliters (2.32 grams, 20.0 millimoles) of methyl acetoacetate was added with stirring to 1.42 grams (20.0 millimoles) of homoallylamine cooled in an ice bath and the stirring continued while the mixture was allowed to warm to room temperature and thereafter for three hours to obtain a methyl 2-(3-butenyl)aminocrotonate intermediate product and water by-product in the reaction mixture. The reactants are COC=1C=C2C(=NC=NC2=CC1OC)OC1=CC(=C(N)C=C1)[N+](=O)[O-] (4-[(6,7-Dimethoxy-4-quinazolinyl)oxy]-2-nitroaniline), ClC(Cl)(OC(OC(Cl)(Cl)Cl)=O)Cl (triphosgene), C([O-])(O)=O.[Na+] (sodium bicarbonate), ClC1=C(C=CC=C1)CO ((2-chlorophenyl)methanol). Run in C(C)N(CC)CC (triethylamine), C1(=CC=CC=C1)C (toluene), C(Cl)Cl (methylene chloride). Yields the product COC=1C=C2C(=NC=NC2=CC1OC)OC1=CC(=C(C=C1)NC(OCC1=C(C=CC=C1)Cl)=O)[N+](=O)[O-] (2-Chlorobenzyl N-{4-[(6,7-dimethoxy-4-quinazolinyl)oxy]-2-nitrophenyl}carbamate). Yield: 49.6%. RXN SMILES: [CH3:1][O:2][C:3]1[CH:4]=[C:5]2[C:10](=[CH:11][C:12]=1[O:13][CH3:14])[N:9]=[CH:8][N:7]=[C:6]2[O:15][C:16]1[CH:22]=[CH:21][C:19]([NH2:20])=[C:18]([N+:23]([O-:25])=[O:24])[CH:17]=1.ClC(Cl)(O[C:30](=[O:36])[O:31][C:32](Cl)(Cl)Cl)Cl.[Cl:38][C:39]1[CH:44]=[CH:43][CH:42]=[CH:41][C:40]=1CO.C(=O)(O)[O-].[Na+]>C(Cl)Cl.C(N(CC)CC)C.C1(C)C=CC=CC=1>[CH3:1][O:2][C:3]1[CH:4]=[C:5]2[C:10](=[CH:11][C:12]=1[O:13][CH3:14])[N:9]=[CH:8][N:7]=[C:6]2[O:15][C:16]1[CH:22]=[CH:21][C:19]([NH:20][C:30](=[O:36])[O:31][CH2:32][C:40]2[CH:41]=[CH:42][CH:43]=[CH:44][C:39]=2[Cl:38])=[C:18]([N+:23]([O-:25])=[O:24])[CH:17]=1 |f:3.4|. Procedure details: 4-[(6,7-Dimethoxy-4-quinazolinyl)oxy]-2-nitroaniline (100 mg) was added to toluene (10 ml) and triethylamine (1 ml), and the mixture was heated under reflux to prepare a solution. A solution of triphosgene (140 mg) in methylene chloride was then added thereto, and the mixture was heated under reflux for 10 min. Next, (2-chlorophenyl)methanol (63 mg) was added thereto, and the mixture was further stirred with heating under reflux for 3 hr. A saturated aqueous sodium bicarbonate solution was added...